From a dataset of the Open Reaction Database (ORD), a public repository of structured organic reaction records. describe an organic reaction: reactants, conditions, products, and yield Reactants: COC(=O)C(N)(CC#CCN1CCOCC1)S(=O)(=O)c1ccc(-c2ccc(OC)cc2)cc1, COc1ccc(B(O)O)cc1. The product is COc1ccc(-c2ccc(S(=O)(=O)C(N)(CC#CCN3CCOCC3)C(=O)O)cc2)cc1. RXN SMILES: [CH3:1][O:2][c:3]1[cH:4][cH:5][c:6](-[c:9]2[cH:10][cH:11][c:12]([S:15](=[O:16])(=[O:17])[C:18]([C:19](=[O:20])[O:21][CH3:22])([CH2:23][C:24]#[C:25][CH2:26][N:27]3[CH2:28][CH2:29][O:30][CH2:31][CH2:32]3)[NH2:33])[cH:13][cH:14]2)[cH:7][cH:8]1.[CH3:34][O:35][c:36]1[cH:37][cH:38][c:39]([B:40]([OH:41])[OH:42])[cH:43][cH:44]1>>[CH3:1][O:2][c:3]1[cH:4][cH:5][c:6](-[c:9]2[cH:10][cH:11][c:12]([S:15](=[O:16])(=[O:17])[C:18]([C:19](=[O:20])[OH:21])([CH2:23][C:24]#[C:25][CH2:26][N:27]3[CH2:28][CH2:29][O:30][CH2:31][CH2:32]3)[NH2:33])[cH:13][cH:14]2)[cH:7][cH:8]1.